Dataset: the Open Reaction Database (ORD), a public repository of structured organic reaction records. Task: describe an organic reaction: reactants, conditions, products, and yield Reactants: solution, Br (HBr), OC(C)C1=CC=C(C=C1)C (1-(1-hydroxyethyl)-4-methylbenzene). Solvent: CC(=O)O (AcOH). The product is BrC(C)C1=CC=C(C=C1)C (1-(1-Bromoethyl)-4-methylbenzene). RXN SMILES: [BrH:1].O[CH:3]([C:5]1[CH:10]=[CH:9][C:8]([CH3:11])=[CH:7][CH:6]=1)[CH3:4]>CC(O)=O>[Br:1][CH:3]([C:5]1[CH:10]=[CH:9][C:8]([CH3:11])=[CH:7][CH:6]=1)[CH3:4]. Reported procedure: This compound is prepared by the procedure described in Preparation 3.4 from 30 ml of a 33% solution of HBr in AcOH and 7 ml of 1-(1-hydroxyethyl)-4-methylbenzene. 9 g of the expected product are obtained. The reactants are FC(C=1C=C(C=C(C1)C(F)(F)F)C(C(=O)N(C)C=1C=NC(=CC1C1=C(C=CC=C1)Cl)Cl)(C)C)(F)F (2-(3,5-bis-trifluoromethyl-phenyl)-N-[6-chloro-4-(2-chloro-phenyl)-pyridin-3-yl]-N-methyl-isobutyramide), CS(=O)C (dimethyl sulfoxide), C(O)CN (ethanolamine). Run in C(C)(=O)OCC (ethyl acetate). Reaction conditions: temperature 140 celsius, time 24 hour. The product is FC(C=1C=C(C=C(C1)C(F)(F)F)C(C(=O)N(C)C=1C=NC(=CC1C1=C(C=CC=C1)Cl)NCCO)(C)C)(F)F (2-(3,5-Bis-trifluoromethyl-phenyl)-N-[4-(2-chloro-phenyl)-6-(2-hydroxy-ethylamino)-pyridin-3-yl]-N-methyl-isobutyramide). Yield: 92.8%. As a reaction SMILES: [F:1][C:2]([F:35])([F:34])[C:3]1[CH:4]=[C:5]([C:13]([CH3:33])([CH3:32])[C:14]([N:16]([C:18]2[CH:19]=[N:20][C:21](Cl)=[CH:22][C:23]=2[C:24]2[CH:29]=[CH:28][CH:27]=[CH:26][C:25]=2[Cl:30])[CH3:17])=[O:15])[CH:6]=[C:7]([C:9]([F:12])([F:11])[F:10])[CH:8]=1.CS(C)=O.[CH2:40]([CH2:42][NH2:43])[OH:41]>C(OCC)(=O)C>[F:11][C:9]([F:12])([F:10])[C:7]1[CH:6]=[C:5]([C:13]([CH3:32])([CH3:33])[C:14]([N:16]([C:18]2[CH:19]=[N:20][C:21]([NH:43][CH2:42][CH2:40][OH:41])=[CH:22][C:23]=2[C:24]2[CH:29]=[CH:28][CH:27]=[CH:26][C:25]=2[Cl:30])[CH3:17])=[O:15])[CH:4]=[C:3]([C:2]([F:1])([F:34])[F:35])[CH:8]=1. Reported procedure: A mixture of 28.6 g (56 mmol) 2-(3,5-bis-trifluoromethyl-phenyl)-N-[6-chloro-4-(2-chloro-phenyl)-pyridin-3-yl]-N-methyl-isobutyramide, 50 ml dimethyl sulfoxide and 50 ml (830 mmol) ethanolamine was stirred at 140° C. for 24 h. The reaction mixture was cooled to room temperature, diluted with 200 ml ethyl acetate and washed with 200 ml 1 N sodium carbonate solution and 100 ml water. The aqueous layers were extracted with two 200-ml portions of ethyl acetate. The combined organic layers were dried... The reactants are C(C)OC(=O)N1[C@@H](C[C@H](C1)OCC1=CC=CC=C1)CCOC1=C(C=CC=C1C)CCC1=CC=CC=C1 ((2R,4R)-1-ethoxycarbonyl-4-benzyloxy-2-{2-[6-methyl-2-(2-phenylethyl)phenoxy]ethyl}pyrrolidine). The reagents and catalysts are [Pd] (palladium-on-carbon). Run in C(C)O (ethanol). Run at temperature 60 celsius, time 1.5 hour. The product is C(C)OC(=O)N1[C@@H](C[C@H](C1)O)CCOC1=C(C=CC=C1C)CCC1=CC=CC=C1 ((2R,4R)-1-Ethoxycarbonyl-4-hydroxy-2-{2-[6-methyl-2-(2-phenylethyl)phenoxy]ethyl}pyrrolidine). As a reaction SMILES: [CH2:1]([O:3][C:4]([N:6]1[CH2:10][C@H:9]([O:11]CC2C=CC=CC=2)[CH2:8][C@H:7]1[CH2:19][CH2:20][O:21][C:22]1[C:27]([CH3:28])=[CH:26][CH:25]=[CH:24][C:23]=1[CH2:29][CH2:30][C:31]1[CH:36]=[CH:35][CH:34]=[CH:33][CH:32]=1)=[O:5])[CH3:2]>C(O)C.[Pd]>[CH2:1]([O:3][C:4]([N:6]1[CH2:10][C@H:9]([OH:11])[CH2:8][C@H:7]1[CH2:19][CH2:20][O:21][C:22]1[C:27]([CH3:28])=[CH:26][CH:25]=[CH:24][C:23]=1[CH2:29][CH2:30][C:31]1[CH:32]=[CH:33][CH:34]=[CH:35][CH:36]=1)=[O:5])[CH3:2]. Procedure: 2260 mg of (2R,4R)-1-ethoxycarbonyl-4-benzyloxy-2-{2-[6-methyl-2-(2-phenylethyl)phenoxy]ethyl}pyrrolidine [prepared as described in step (a) above] were dissolved in 20 ml of ethanol, and then 300 mg of a 10% w/w palladium-on-carbon catalyst were added to the resulting solution. The resulting mixture was stirred under a hydrogen atmosphere at atmospheric pressure and at 60° C. for 1.5 hours. At the end of this time, the catalyst was removed by filtration, and the reaction mixture was concentrate... Reactants: COC1=C(C=O)C=CC=C1 (2-Methoxybenzaldehyde), C(CC(=O)O[Si](CC)(C)C)(=O)O[Si](CC)(C)C (di(methyltrimethylsilyl) malonate), N1CCCCC1 (piperidine), C(C)(=O)O (acetic acid). The solvent is C1(=CC=CC=C1)C (toluene), O (water). The product is COC1=C(C=C(C(=O)O[Si](CC)(C)C)C(=O)O[Si](CC)(C)C)C=CC=C1 (di(methyltrimethylsilanyl) 2-(2-methoxybenzylidene)malonate). Isolated yield 74.0%. As a reaction SMILES: [CH3:1][O:2][C:3]1[CH:10]=[CH:9][CH:8]=[CH:7][C:4]=1[CH:5]=O.[C:11]([O:22][Si:23]([CH3:27])([CH3:26])[CH2:24][CH3:25])(=[O:21])[CH2:12][C:13]([O:15][Si:16]([CH3:20])([CH3:19])[CH2:17][CH3:18])=[O:14].N1CCCCC1.C(O)(=O)C>C1(C)C=CC=CC=1.O>[CH3:1][O:2][C:3]1[CH:10]=[CH:9][CH:8]=[CH:7][C:4]=1[CH:5]=[C:12]([C:11]([O:22][Si:23]([CH3:27])([CH3:26])[CH2:24][CH3:25])=[O:21])[C:13]([O:15][Si:16]([CH3:19])([CH3:20])[CH2:17][CH3:18])=[O:14]. Procedure: 2-Methoxybenzaldehyde (0.98 g, 7.2×10−3 mol) and di(methyltrimethylsilyl) malonate (2 g, 7.23×10−3 mol) in 8 ml of dry toluene in the presence of 6 mg of piperidine and 5 mg of acetic acid are refluxed for 5 hours in a reactor equipped with Dean-Stark apparatus. The water formed is removed azeotropically. The mixture is cooled and the toluene is removed by distillation. The reaction mixture is taken up in diisopropyl ether. The organic phase is washed twice with water, dried over sodium sulfate ... The reactants are S1C(=CC=C1)C=1NC(=CC1)C=1SC=CC1 (2,5-dithienylpyrrole), BrN1C(CCC1=O)=O (N-bromosuccinimide). Run in O1CCCC1 (tetrahydrofuran). Reaction conditions: time 4 hour. Product: BrC1=C(NC(=C1)C=1SC=CC1)C=1SC=CC1 (3-bromo-2,5-dithienylpyrrole). Yield: 46.6%. As a reaction SMILES: [S:1]1[CH:5]=[CH:4][CH:3]=[C:2]1[C:6]1[NH:7][C:8]([C:11]2[S:12][CH:13]=[CH:14][CH:15]=2)=[CH:9][CH:10]=1.[Br:16]N1C(=O)CCC1=O>O1CCCC1>[Br:16][C:9]1[CH:10]=[C:6]([C:2]2[S:1][CH:5]=[CH:4][CH:3]=2)[NH:7][C:8]=1[C:11]1[S:12][CH:13]=[CH:14][CH:15]=1. Procedure details: To a solution of 2,5-dithienylpyrrole (130 mg, 0.56 mmol) in 2.5 mL of anhydrous tetrahydrofuran cooled to -78° C. was added N-bromosuccinimide (99.68 mg, 0.56 mmol). After addition was complete the cooling bath was removed and the reaction mixture was allowed to stand in a -20° C. freezer for 4 hours, during which the solution became a brown color. The reaction mixture was concentrated under reduced pressure, carbon tetrachloride was added to precipitate the succinimide, and this mixture was fi... Starting materials: Fc1cc(Br)cc(F)c1F, CCOCC, C1CCC2OC2C1, [Cl-], [NH4+]. Product: OC1CCCCC1c1cc(F)c(F)c(F)c1. Reaction SMILES: [Br:1][c:2]1[cH:3][c:4]([F:10])[c:5]([F:9])[c:6]([F:8])[cH:7]1.[CH3:20][CH2:21][O:22][CH2:23][CH3:24].[CH:11]12[CH:12]([CH2:13][CH2:14][CH2:15][CH2:16]1)[O:17]2.[Cl-:18].[NH4+:19]>>[c:2]1([CH:11]2[CH:12]([OH:17])[CH2:13][CH2:14][CH2:15][CH2:16]2)[cH:3][c:4]([F:10])[c:5]([F:9])[c:6]([F:8])[cH:7]1.